From a dataset of the Open Reaction Database (ORD), a public repository of structured organic reaction records. describe an organic reaction: reactants, conditions, products, and yield The reactants are OC1(N=C(N(C1)C1=CC=C(C=C1)S(=O)(=O)C)C1=NC=CC=C1)C(F)(F)F (2-[4-hydroxy-1-[4-(methylsulfonyl)phenyl]-4-(trifluoromethyl)-4,5-dihydro-1H-imidazol-2-yl]pyridine), O.C1(=CC=C(C=C1)S(=O)(=O)O)C (p-toluenesulfonic acid monohydrate). Run in C1(=CC=CC=C1)C (toluene). Yields the product CS(=O)(=O)C1=CC=C(C=C1)N1C(=NC(=C1)C(F)(F)F)C1=NC=CC=C1 (2-[1-[4-(methylsulfonyl)phenyl]-4-trifluoromethyl-1H-imidazol-2-yl]pyridine). Isolated yield 64.9%. RXN SMILES: O[C:2]1([C:23]([F:26])([F:25])[F:24])[CH2:6][N:5]([C:7]2[CH:12]=[CH:11][C:10]([S:13]([CH3:16])(=[O:15])=[O:14])=[CH:9][CH:8]=2)[C:4]([C:17]2[CH:22]=[CH:21][CH:20]=[CH:19][N:18]=2)=[N:3]1.O.C1(C)C=CC(S(O)(=O)=O)=CC=1>C1(C)C=CC=CC=1>[CH3:16][S:13]([C:10]1[CH:9]=[CH:8][C:7]([N:5]2[CH:6]=[C:2]([C:23]([F:26])([F:25])[F:24])[N:3]=[C:4]2[C:17]2[CH:22]=[CH:21][CH:20]=[CH:19][N:18]=2)=[CH:12][CH:11]=1)(=[O:14])=[O:15] |f:1.2|. Procedure details: A mixture of 2-[4-hydroxy-1-[4-(methylsulfonyl)phenyl]-4-(trifluoromethyl)-4,5-dihydro-1H-imidazol-2-yl]pyridine from step 2 (1.0 g, 2.6 mmol) and p-toluenesulfonic acid monohydrate (0.2 g, 2.7 mmol) in toluene (100 ml) was heated to reflux for 24 hours. The reaction mixture was cooled and the solvent removed under reduced pressure. The crude mixture (1.2 g) was chromatographed on silica gel using ethyl acetate/toluene (1/1) to give pure 2-[1-[4-(methylsulfonyl)phenyl]-4-trifluoromethyl-1H-imida... Reactants: [H][H] (Hydrogen), COC=1C=C(C=CC1OC)C1=NC=2N(C(=C1)C(F)(F)F)N=C(C2)C2=CC(N(CC2)C(=O)OC(C)(C)C)C (Tert-butyl 4-(5-(3,4-dimethoxyphenyl)-7-(trifluoromethyl)pyrazolo[1,5-a]pyrimidin-2-yl)-2-methyl-5,6-dihydropyridine-1 (2H)— carboxylate), C1(=CC=CC=C1)C (Toluene). Reagents/catalysts: [Pd] (Palladium on Carbon). Solvent: CO (Methanol). Product: COC=1C=C(C=CC1OC)C1NC=2N(C(C1)C(F)(F)F)N=C(C2)C2CC(N(CC2)C(=O)OC(C)(C)C)C (tert-butyl 4-(5-(3,4-dimethoxyphenyl)-7-(trifluoromethyl)-4,5,6,7-tetrahydropyrazolo[1,5-a]pyrimidin-2-yl)-2-methylpiperidine-1-carboxylate). Yield: 59.5%. Reaction SMILES: [CH3:1][O:2][C:3]1[CH:4]=[C:5]([C:11]2[CH:16]=[C:15]([C:17]([F:20])([F:19])[F:18])[N:14]3[N:21]=[C:22]([C:24]4[CH2:29][CH2:28][N:27]([C:30]([O:32][C:33]([CH3:36])([CH3:35])[CH3:34])=[O:31])[CH:26]([CH3:37])[CH:25]=4)[CH:23]=[C:13]3[N:12]=2)[CH:6]=[CH:7][C:8]=1[O:9][CH3:10].[H][H].C1(C)C=CC=CC=1>CO.[Pd]>[CH3:1][O:2][C:3]1[CH:4]=[C:5]([CH:11]2[CH2:16][CH:15]([C:17]([F:20])([F:18])[F:19])[N:14]3[N:21]=[C:22]([CH:24]4[CH2:29][CH2:28][N:27]([C:30]([O:32][C:33]([CH3:36])([CH3:35])[CH3:34])=[O:31])[CH:26]([CH3:37])[CH2:25]4)[CH:23]=[C:13]3[NH:12]2)[CH:6]=[CH:7][C:8]=1[O:9][CH3:10]. Reported procedure: Tert-butyl 4-(5-(3,4-dimethoxyphenyl)-7-(trifluoromethyl)pyrazolo[1,5-a]pyrimidin-2-yl)-2-methyl-5,6-dihydropyridine-1 (2H)— carboxylate (Mixture with regioisomer tert-butyl 4-(5-(3,4-dimethoxyphenyl)-7-(trifluoromethyl)pyrazolo[1,5-a]pyrimidin-2-yl)-6-methyl-5,6-dihydropyridine-1(2H)-carboxylate, total is 60 mg, 0.116 mmol) was dissolved in Methanol (2.5 ml). The solution was treated with Hydrogen for 2.5 hrs at room temperature using H-Cube (Full H2, 1 mL/min, small size (30 mm) 10% Palladium ... Reactants: C(=O)(OC(C)(C)C)N(C1CCC(CC1)NCC=1C=C(C=CC1OC)B(O)O)C (3-{[4-(BOC-methyl-amino)-cyclohexylamino]-methyl}-4-methoxy-benzene boronic acid), BrC=1C=NC=CC1 (3-bromopyridine). Product: COC1=C(CNC2CCC(CC2)N(C(OC(C)(C)C)=O)C)C=C(C=C1)C=1C=NC=CC1 (tert-Butyl [4-(2-methoxy-5-pyridin-3-yl-benzylamino)-cyclohexyl]-methyl-carbamate). RXN SMILES: [C:1]([N:8]([CH3:28])[CH:9]1[CH2:14][CH2:13][CH:12]([NH:15][CH2:16][C:17]2[CH:18]=[C:19](B(O)O)[CH:20]=[CH:21][C:22]=2[O:23][CH3:24])[CH2:11][CH2:10]1)([O:3][C:4]([CH3:7])([CH3:6])[CH3:5])=[O:2].Br[C:30]1[CH:31]=[N:32][CH:33]=[CH:34][CH:35]=1>>[CH3:24][O:23][C:22]1[CH:21]=[CH:20][C:19]([C:30]2[CH:31]=[N:32][CH:33]=[CH:34][CH:35]=2)=[CH:18][C:17]=1[CH2:16][NH:15][CH:12]1[CH2:13][CH2:14][CH:9]([N:8]([CH3:28])[C:1](=[O:2])[O:3][C:4]([CH3:7])([CH3:6])[CH3:5])[CH2:10][CH2:11]1. Reported procedure: Boronic acid 4 (500 mg, 1.27 mmol) is coupled to 3-bromopyridine (202 mg, 1.27 mmol) using Method A to afford the title compound. Starting materials: ClC1=C(C=C(N)C=C1)C1=NC=CC=C1 (4-chloro-3-(pyridin-2-yl)aniline), ClC1=C(C(=O)O)C=CC(=C1)N(S(=O)(=O)C)CC(C)C (2-chloro-4-(N-isobutylmethylsulfonamido)benzoic acid). Product: ClC1=C(C(=O)NC2=CC(=C(C=C2)Cl)C2=NC=CC=C2)C=CC(=C1)N(S(=O)(=O)C)CC(C)C (2-chloro-N-(4-chloro-3-(pyridin-2-yl)phenyl)-4-(N-isobutylmethylsulfonamido)benzamide). RXN SMILES: [Cl:1][C:2]1[CH:8]=[CH:7][C:5]([NH2:6])=[CH:4][C:3]=1[C:9]1[CH:14]=[CH:13][CH:12]=[CH:11][N:10]=1.[Cl:15][C:16]1[CH:24]=[C:23]([N:25]([CH2:30][CH:31]([CH3:33])[CH3:32])[S:26]([CH3:29])(=[O:28])=[O:27])[CH:22]=[CH:21][C:17]=1[C:18](O)=[O:19]>>[Cl:15][C:16]1[CH:24]=[C:23]([N:25]([CH2:30][CH:31]([CH3:33])[CH3:32])[S:26]([CH3:29])(=[O:28])=[O:27])[CH:22]=[CH:21][C:17]=1[C:18]([NH:6][C:5]1[CH:7]=[CH:8][C:2]([Cl:1])=[C:3]([C:9]2[CH:14]=[CH:13][CH:12]=[CH:11][N:10]=2)[CH:4]=1)=[O:19]. Reported procedure: 175 μL of 1-iodo-2-methylpropane and 740 mg of Cesium Carbonate were added to 200 mg of methyl 2-chloro-4-(methylsulfonamido)benzoate in 2 mL of DMF and stirred in the microwave at 140° C. for 30 minutes. The reaction mixture was extracted in Ethyl Acetate twice with water, dried over Magnesium Sulfate, filtered, concentrated and purified on ISCO Combi-Flash to give methyl 2-chloro-4-(N-isobutylmethylsulfonamido)benzoate. 120 mg of methyl 2-chloro-4-(N-isobutylmethylsulfonamido)benzoate was hydr... The reactants are CC(C)NC(=O)N(C1CCCCC1)C1CCN(C(=O)OC(C)(C)C)CC1, COC(=O)CN(C1CCCCC1)C1CCNC1. The product is CC(C)N(C)C(=O)N(C1CCCCC1)C1CCN(C(=O)OC(C)(C)C)CC1. Reaction SMILES: [C:18](=[O:19])([O:20][C:21]([CH3:22])([CH3:23])[CH3:24])[N:25]1[CH2:26][CH2:27][CH:28]([N:31]([C:32]([NH:33][CH:34]([CH3:35])[CH3:36])=[O:37])[CH:38]2[CH2:39][CH2:40][CH2:41][CH2:42][CH2:43]2)[CH2:29][CH2:30]1.[NH:1]1[CH2:2][CH:5]([N:6]([CH:7]2[CH2:8][CH2:9][CH2:10][CH2:11][CH2:12]2)[CH2:13][C:14]([O:15][CH3:16])=[O:17])[CH2:4][CH2:3]1>>[CH3:2][N:33]([C:32]([N:31]([CH:28]1[CH2:27][CH2:26][N:25]([C:18](=[O:19])[O:20][C:21]([CH3:22])([CH3:23])[CH3:24])[CH2:30][CH2:29]1)[CH:38]1[CH2:39][CH2:40][CH2:41][CH2:42][CH2:43]1)=[O:37])[CH:34]([CH3:35])[CH3:36].